From a dataset of the Open Reaction Database (ORD), a public repository of structured organic reaction records. describe an organic reaction: reactants, conditions, products, and yield Starting materials: BrC=1C=C2CCCNC2=NC1 (6-Bromo-1,2,3,4-tetrahydro-[1,8]naphthyridine), N1=CC(=CC=C1)B(O)O (3-pyridinyl-boronic acid), C(=O)([O-])[O-].[K+].[K+] (K2CO3). Reagents/catalysts: CC(C)(C)P(C1=CC=C(C=C1)N(C)C)C(C)(C)C.CC(C)(C)P(C1=CC=C(C=C1)N(C)C)C(C)(C)C.Cl[Pd]Cl (bis(di-tert-butyl(4-dimethylaminophenyl)phosphine)dichloropalladium (II)). Solvent: O1CCOCC1 (1,4-dioxane), O (water). Run at temperature 100 celsius. Product: N1=CC(=CC=C1)C=1C=C2CCCNC2=NC1 (6-Pyridin-3-yl-1,2,3,4-tetrahydro-[1,8]naphthyridine). Isolated yield 61.5%. Reaction SMILES: Br[C:2]1[CH:3]=[C:4]2[C:9](=[N:10][CH:11]=1)[NH:8][CH2:7][CH2:6][CH2:5]2.[N:12]1[CH:17]=[CH:16][CH:15]=[C:14](B(O)O)[CH:13]=1.C([O-])([O-])=O.[K+].[K+]>O1CCOCC1.O.CC(P(C(C)(C)C)C1C=CC(N(C)C)=CC=1)(C)C.CC(P(C(C)(C)C)C1C=CC(N(C)C)=CC=1)(C)C.Cl[Pd]Cl>[N:12]1[CH:17]=[CH:16][CH:15]=[C:14]([C:2]2[CH:3]=[C:4]3[C:9](=[N:10][CH:11]=2)[NH:8][CH2:7][CH2:6][CH2:5]3)[CH:13]=1 |f:2.3.4,7.8.9|. Procedure details: 6-Bromo-1,2,3,4-tetrahydro-[1,8]naphthyridine (243 mg, 1.1 mmol), 3-pyridinyl-boronic acid (168 mg, 1.4 mmol) and K2CO3 (315 mg, 2.3 mmol) are mixed in 3.0 mL of 1,4-dioxane and 0.30 mL of water. Argon gas is bubbled through the mixture for 10 min and bis(di-tert-butyl(4-dimethylaminophenyl)phosphine)dichloropalladium (II) (81 mg, 0.11 mmol) is added. The mixture is heated at 100° C. for 16 hrs. Then solvents are removed and EtOAc (50 mL) is added along with 30 mL of water. The mixture is filter... Reactants: COCCOC, C1COCCN1, CC(C)(C)[O-], CCCn1nc(-c2ccc(OC)cc2)c2cccc(Cl)c21, [Na+], O. Product: CCCn1nc(-c2ccc(OC)cc2)c2cccc(N3CCOCC3)c21. Reaction SMILES: [CH2:22]([CH2:23][O:24][CH3:25])[O:26][CH3:27].[CH2:28]1[CH2:29][O:30][CH2:31][CH2:32][NH:33]1.[CH3:34][C:35]([CH3:36])([O-:37])[CH3:38].[Cl:1][c:2]1[cH:3][cH:4][cH:5][c:6]2[c:7](-[c:14]3[cH:15][cH:16][c:17]([O:20][CH3:21])[cH:18][cH:19]3)[n:8][n:9]([CH2:11][CH2:12][CH3:13])[c:10]12.[Na+:39].[OH2:40]>>[c:2]1([N:33]2[CH2:28][CH2:29][O:30][CH2:31][CH2:32]2)[cH:3][cH:4][cH:5][c:6]2[c:7](-[c:14]3[cH:15][cH:16][c:17]([O:20][CH3:21])[cH:18][cH:19]3)[n:8][n:9]([CH2:11][CH2:12][CH3:13])[c:10]12. Starting materials: BrC=1C=C(C=NC1)C(CO)CO (2-(5-bromopyridin-3-yl)propane-1,3-diol), COC(C)(C)OC (2,2-dimethoxypropane), CC=1C=CC(=CC1)S(=O)(=O)O (p-TSA). The solvent is C(Cl)Cl (DCM). Run at time 3 hour. Product: BrC=1C=NC=C(C1)C1COC(OC1)(C)C (3-bromo-5-(2,2-dimethyl-1,3-dioxan-5-yl)pyridine). Isolated yield 72.1%. RXN SMILES: [Br:1][C:2]1[CH:3]=[C:4]([CH:8]([CH2:11][OH:12])[CH2:9][OH:10])[CH:5]=[N:6][CH:7]=1.CO[C:15](OC)([CH3:17])[CH3:16].CC1C=CC(S(O)(=O)=O)=CC=1>C(Cl)Cl>[Br:1][C:2]1[CH:7]=[N:6][CH:5]=[C:4]([CH:8]2[CH2:11][O:12][C:15]([CH3:17])([CH3:16])[O:10][CH2:9]2)[CH:3]=1. Procedure details: To a solution of 2-(5-bromopyridin-3-yl)propane-1,3-diol (0.12 g, 0.51 mmol) in DCM was added 2,2-dimethoxypropane (0.107 g, 1.03 mmol) and a catalytic amount of p-TSA. The mixture was stirred at room temperature for 3 h. The reaction mixture was quenched by the addition of sat. NaHCO3 solution and the organic layer washed successively with water and brine. The organic layer was concentrated to provide the 3-bromo-5-(2,2-dimethyl-1,3-dioxan-5-yl)pyridine (0.1 g, 71.4%), which was used without fu... Reactants: ClC=1N=C(C2=C(N1)NC=C2)Cl (2,4-dichloro-7H-pyrrolo[2,3-d]pyrimidine), [OH-].[K+] (potassium hydroxide), Cl (hydrochloric acid). Run in O (water). Product: ClC=1NC(C2=C(N1)NC=C2)=O (2-chloro-3,7-dihydro-pyrrolo[2,3-d]pyrimidin-4-one). As a reaction SMILES: [Cl:1][C:2]1[N:3]=[C:4](Cl)[C:5]2[CH:10]=[CH:9][NH:8][C:6]=2[N:7]=1.[OH-:12].[K+].Cl>O>[Cl:1][C:2]1[NH:3][C:4](=[O:12])[C:5]2[CH:10]=[CH:9][NH:8][C:6]=2[N:7]=1 |f:1.2|. Reported procedure: A solution of 2,4-dichloro-7H-pyrrolo[2,3-d]pyrimidine (400 mg, 2.13 mmol) in a 2M aqueous potassium hydroxide solution (12 mL) was heated to 100° C. for 4 h. At this time, the resulting mixture was poured onto iced water and then acidified to pH 6.5 with a 6M aqueous hydrochloric acid solution. The acidic solution was extracted with ethyl acetate. The combined organics were washed with a saturated aqueous sodium chloride solution, dried over sodium sulfate, filtered and concentrated in vacuo. T... The reactants are CC=1NC2=CC=C(C=C2C1)N (2-methyl-5-aminoindole), ClC1=C2C(=NC=C1)C=C(S2)C=2C=NC(=C(C2)C)N2C(=CC=C2C)C (7-chloro-2-[6-(2,5-dimethyl-pyrrol-1-yl)-5-methyl-pyridin-3-yl]-thieno[3,2-b]pyridine). Yields the product CC=1N(C(=CC1)C)C1=C(C=C(C=N1)C1=CC2=NC=CC(=C2S1)NC=1C=C2C=C(NC2=CC1)C)C ({2-[6-(2,5-Dimethyl-pyrrol-1-yl)-5-methyl-pyridin-3-yl]-thieno[3,2-b]pyridin-7-yl}-(2-methyl-1H-indol-5-yl)-amine). As a reaction SMILES: [CH3:1][C:2]1[NH:3][C:4]2[C:9]([CH:10]=1)=[CH:8][C:7]([NH2:11])=[CH:6][CH:5]=2.Cl[C:13]1[CH:18]=[CH:17][N:16]=[C:15]2[CH:19]=[C:20]([C:22]3[CH:23]=[N:24][C:25]([N:29]4[C:33]([CH3:34])=[CH:32][CH:31]=[C:30]4[CH3:35])=[C:26]([CH3:28])[CH:27]=3)[S:21][C:14]=12>>[CH3:34][C:33]1[N:29]([C:25]2[N:24]=[CH:23][C:22]([C:20]3[S:21][C:14]4[C:15](=[N:16][CH:17]=[CH:18][C:13]=4[NH:11][C:7]4[CH:8]=[C:9]5[C:4](=[CH:5][CH:6]=4)[NH:3][C:2]([CH3:1])=[CH:10]5)[CH:19]=3)=[CH:27][C:26]=2[CH3:28])[C:30]([CH3:35])=[CH:31][CH:32]=1. Procedure: The title compound was prepared from 2-methyl-5-aminoindole and 7-chloro-2-[6-(2,5-dimethyl-pyrrol-1-yl)-5-methyl-pyridin-3-yl]-thieno[3,2-b]pyridine by the procedure analogous to example 148(c) above. 1H NMR (400 MHz, CD3OD) δ8.71 (s, 1H), 8.17 (s, 1H), 8.08 (d, 1H), 7.77 (s, 1H), 7.30 (m, 2H), 6.95 (d, 1H), 6.58 (d, 1H), 6.11 (s, 1H), 5.84 (s, 2H), 2.40 (s, 3H), 1.99 (s, 3H), 1.91 (s, 6H); RP18-HPLC RT: 6.67 minutes. Reactants: NCc1ccc(F)cc1, O=C(NC(Cc1ccc(Cl)c(Cl)c1)C(=O)O)c1ccc(Cl)cc1NS(=O)(=O)c1cccc2nsnc12. Yields the product O=C(NC(Cc1ccc(Cl)c(Cl)c1)C(=O)NCc1ccc(F)cc1)c1ccc(Cl)cc1NS(=O)(=O)c1cccc2nsnc12. RXN SMILES: [F:37][c:38]1[cH:39][cH:40][c:41]([CH2:42][NH2:43])[cH:44][cH:45]1.[n:1]1[c:2]2[c:3]([n:4][s:5]1)[c:6]([S:10](=[O:11])(=[O:12])[NH:13][c:14]1[c:15]([C:16](=[O:17])[NH:18][CH:19]([C:20](=[O:21])[OH:22])[CH2:23][c:24]3[cH:25][c:26]([Cl:31])[c:27]([Cl:30])[cH:28][cH:29]3)[cH:32][cH:33][c:34]([Cl:36])[cH:35]1)[cH:7][cH:8][cH:9]2>>[n:1]1[c:2]2[c:3]([n:4][s:5]1)[c:6]([S:10](=[O:11])(=[O:12])[NH:13][c:14]1[c:15]([C:16](=[O:17])[NH:18][CH:19]([C:20](=[O:21])[NH:43][CH2:42][c:41]3[cH:40][cH:39][c:38]([F:37])[cH:45][cH:44]3)[CH2:23][c:24]3[cH:25][c:26]([Cl:31])[c:27]([Cl:30])[cH:28][cH:29]3)[cH:32][cH:33][c:34]([Cl:36])[cH:35]1)[cH:7][cH:8][cH:9]2. The reactants are [OH-].[Na+] (sodium hydroxide), ClC1=CC=C2C(=CNC2=C1)C(C(F)(F)F)=O (1-(6-chloro-1H-indol-3-yl)-2,2,2-trifluoro-ethanone), C([O-])([O-])=O.[K+].[K+] (potassium carbonate), ICC (iodoethane). The solvent is CN(C=O)C (N,N-dimethylformamide). Reaction conditions: temperature 60 celsius. The product is ClC1=CC=C2C(=CN(C2=C1)CC)C(=O)O (6-chloro-1-ethyl-1H-indole-3-carboxylic acid). Isolated yield 92.0%. RXN SMILES: [Cl:1][C:2]1[CH:10]=[C:9]2[C:5]([C:6]([C:11](=[O:16])C(F)(F)F)=[CH:7][NH:8]2)=[CH:4][CH:3]=1.C(=O)([O-])[O-].[K+].[K+].I[CH2:24][CH3:25].[OH-:26].[Na+]>CN(C)C=O>[Cl:1][C:2]1[CH:10]=[C:9]2[C:5]([C:6]([C:11]([OH:16])=[O:26])=[CH:7][N:8]2[CH2:24][CH3:25])=[CH:4][CH:3]=1 |f:1.2.3,5.6|. Procedure details: A mixture of 1-(6-chloro-1H-indol-3-yl)-2,2,2-trifluoro-ethanone (300 mg, 1.21 mmol), potassium carbonate (419 mg, 3.03 mmol), and iodoethane (0.14 mL, 1.82 mmol) in N,N-dimethylformamide (4 mL) in a sealed reaction vessel was heated at 60° C. for 16 h. At this time, the reaction was cooled to 25° C. and partitioned between water (30 mL) and ethyl acetate (30 mL). This mixture was treated with a 1N aqueous hydrochloric acid solution (6 mL), shaken, and separated. The organic layer was concentrat... Starting materials: C(C)(C)(C)OC(=O)N([C@H](C(=O)N[C@H](C(=O)N1[C@@H](C[C@@H](C1)C1=CC=C2C[C@H](N(CC2=C1)C([C@H](C(C)(C)C)NC([C@H](C)N(C)C(=O)OC(C)(C)C)=O)=O)C(N[C@@H]1CCCC2=CC=CC=C12)=O)C(=O)N[C@H](C(=O)O)CC1=CC=CC=C1)C(C)(C)C)C)C ((S)-2-((2S,4R)-1-((S)-2-((S)-2-((tert-butoxycarbonyl)(methyl)amino)propanamido)-3,3-dimethylbutanoyl)-4-((S)-2-((S)-2-((S)-2-((tert-butoxycarbonyl)(methyl)amino)propanamido)-3,3-dimethylbutanoyl)-3-(((R)-1,2,3,4-tetrahydronaphthalen-1-yl)carbamoyl)-1,2,3,4-tetrahydroisoquinolin-7-yl)pyrrolidine-2-carboxamido)-3-phenylpropanoic acid), C(C)(C)(C)OC(=O)N[C@H](C(=O)O)CC1=CC=CC=C1 ((S)-2-((tert-butoxycarbonyl)amino)-3-phenylpropanoic acid), C(C#C)N (prop-2-yn-1-amine). The product is O=C([C@H](CC1=CC=CC=C1)NC(OC(C)(C)C)=O)NCC#C ((S)-tert-Butyl (1-oxo-3-phenyl-1-(prop-2-yn-1-ylamino)propan-2-yl)carbamate). Isolated yield 99.0%. Reaction SMILES: C(OC(N(C)[C@@H](C)C(N[C@@H](C(C)(C)C)C(N1C[C@@H]([C:21]2[CH:30]=[C:29]3[C:24]([CH2:25][C@@H:26]([C:52](=[O:64])[NH:53][C@H:54]4[C:63]5[C:58](=CC=CC=5)CCC4)[N:27]([C:31](=[O:51])[C@@H](NC(=O)[C@@H](N(C(OC(C)(C)C)=O)C)C)C(C)(C)C)C3)=[CH:23][CH:22]=2)C[C@H]1C(N[C@@H](CC1C=CC=CC=1)C(O)=O)=O)=O)=O)=O)(C)(C)C.[C:85]([O:89]C(N[C@@H](CC1C=CC=CC=1)C(O)=O)=O)([CH3:88])([CH3:87])[CH3:86].C(N)C#C>>[O:64]=[C:52]([NH:53][CH2:54][C:63]#[CH:58])[C@@H:26]([NH:27][C:31](=[O:51])[O:89][C:85]([CH3:88])([CH3:87])[CH3:86])[CH2:25][C:24]1[CH:23]=[CH:22][CH:21]=[CH:30][CH:29]=1. Procedure: Following a procedure analogous to that for the synthesis of Compound D of Example 1, (S)-2-((tert-butoxycarbonyl)amino)-3-phenylpropanoic acid (Aldrich, 355 mg, 1.34 mmol) and prop-2-yn-1-amine (Combi-Blocks, 86 μL, 1.34 mmol) were converted to the title compound (401 mg, 99%). 1H NMR (CDCl3) δ 7.39-7.16 (m, 5H), 6.01 (br s, 1H), 4.97 (br s, 1H), 4.33 (d, J=7.0 Hz, 1H), 4.07-3.84 (m, 2H), 3.08 (d, J=6.8 Hz, 2H), 2.20 (t, J=2.5 Hz, 1H), 1.47-1.33 (m, 9H); MS (ESI+) m/z 303.3 (M+H)+. Reactants: C(C)(C)(C)C1=C(SC=C1)S(=O)(=O)N (tert-Butyl-thiophene sulfonamide), C([O-])([O-])=O.[K+].[K+] (potassium carbonate), ICC (iodoethane), CC(=O)C (acetone). Yields the product C(C)NS(=O)(=O)C(C)(C)C (ethyl-tert-butyl-sulfonamide). Isolated yield 85.0%. As a reaction SMILES: C(C1C=CSC=1[S:10]([NH2:13])(=[O:12])=[O:11])(C)(C)C.[C:14](=O)([O-])[O-].[K+].[K+].I[CH2:21][CH3:22].[CH3:23][C:24]([CH3:26])=O>>[CH2:21]([NH:13][S:10]([C:24]([CH3:26])([CH3:14])[CH3:23])(=[O:11])=[O:12])[CH3:22] |f:1.2.3|. Reported procedure: tert-Butyl-thiophene sulfonamide available from Preparative Example 16.1 Step A (164 mg, 050 mmol) was treated with potassium carbonate (700 mg. 5 mmol) and iodoethane (0.4 mL 5 mmol) in acetone and refluxed for 1.5 d. The mixture was filtered, and the solid material was washed with methylene chloride. The combined filtrated and washing were concentrated purified by flash column chromatography eluting with 0 to 30% methylene chloride in hexanes. Removal of solvents afforded the ethyl-tert-butyl-... Reactants: O1C2=C(C(C1)NC1=CC=C(C=C1)B1OC(C(O1)(C)C)(C)C)C=CC=C2 (N-(2,3-dihydrobenzo[b]furan-3-yl)-N-[4-(4,4,5,5-tetramethyl-1,3,2-dioxaborolan-2-yl)phenyl]amine), IC1=NN(C2=NC=NC(=C21)N)[C@@H]2CC[C@@H](CC2)N2CCN(CC2)C (cis-3-iodo-1-[4-(4-methylpiperazino)-cyclohexyl]-1H-pyrazolo[3,4-d]pyrimidin-4-amine), tetrakis-(triphenylphosphine)palladium, O.C([O-])([O-])=O.[Na+].[Na+] (sodium carbonate monohydrate). Solvent: COCCOC (ethylene glycol dimethyl ether), O (water). The product is O1C2=C(C(C1)NC1=CC=C(C=C1)C1=NN(C3=NC=NC(=C31)N)[C@@H]3CC[C@@H](CC3)N3CCN(CC3)C)C=CC=C2 (cis-3-[4-(2,3-dihydrobenzo[b]furan-3-ylamino)phenyl]-1-[4-(4-methylpiperazino)cyclohexyl]-1H-pyrazolo[3,4-d]pyrimidin-4-amine). Isolated yield 20.2%. RXN SMILES: [O:1]1[CH2:5][CH:4]([NH:6][C:7]2[CH:12]=[CH:11][C:10](B3OC(C)(C)C(C)(C)O3)=[CH:9][CH:8]=2)[C:3]2[CH:22]=[CH:23][CH:24]=[CH:25][C:2]1=2.I[C:27]1[C:35]2[C:30](=[N:31][CH:32]=[N:33][C:34]=2[NH2:36])[N:29]([C@H:37]2[CH2:42][CH2:41][C@@H:40]([N:43]3[CH2:48][CH2:47][N:46]([CH3:49])[CH2:45][CH2:44]3)[CH2:39][CH2:38]2)[N:28]=1.O.C(=O)([O-])[O-].[Na+].[Na+]>COCCOC.O>[O:1]1[CH2:5][CH:4]([NH:6][C:7]2[CH:8]=[CH:9][C:10]([C:27]3[C:35]4[C:30](=[N:31][CH:32]=[N:33][C:34]=4[NH2:36])[N:29]([C@H:37]4[CH2:38][CH2:39][C@@H:40]([N:43]5[CH2:44][CH2:45][N:46]([CH3:49])[CH2:47][CH2:48]5)[CH2:41][CH2:42]4)[N:28]=3)=[CH:11][CH:12]=2)[C:3]2[CH:22]=[CH:23][CH:24]=[CH:25][C:2]1=2 |f:2.3.4.5|. Reported procedure: A mixture of N-(2,3-dihydrobenzo[b]furan-3-yl)-N-[4-(4,4,5,5-tetramethyl-1,3,2-dioxaborolan-2-yl)phenyl]amine (0.080 g, 0.000237 mol), cis-3-iodo-1-[4-(4-methylpiperazino)-cyclohexyl]-1H-pyrazolo[3,4-d]pyrimidin-4-amine (0.087 g, 0.000198 mol), tetrakis-(triphenylphosphine)palladium (0.014 g, 0.000012 mol) and sodium carbonate monohydrate (0.061 g, 0.000495 mol) was heated in a mixture of ethylene glycol dimethyl ether (5 mL) and water (3 mL) at 80° C. for 16 hours under an atmosphere of nitroge...